This data is from the Open Reaction Database (ORD), a public repository of structured organic reaction records. The task is: describe an organic reaction: reactants, conditions, products, and yield Reactants: C(C)(C)(C)OC(=O)N1C(CCC1)(C(=O)O)COCC1=CC=CC=C1 (2-benzyloxymethyl-pyrrolidine-1,2-dicarboxylic acid 1-tert-butyl ester), N (ammonia), solution. Run in O (water). Yields the product C(C)(C)(C)OC(=O)N1C(CCC1)(C(N)=O)COCC1=CC=CC=C1 ((rac)-2-benzyloxymethyl-2-carbamoyl-pyrrolidine-1-carboxylic acid tert-butyl ester). RXN SMILES: [C:1]([O:5][C:6]([N:8]1[CH2:12][CH2:11][CH2:10][C:9]1([CH2:16][O:17][CH2:18][C:19]1[CH:24]=[CH:23][CH:22]=[CH:21][CH:20]=1)[C:13](O)=[O:14])=[O:7])([CH3:4])([CH3:3])[CH3:2].[NH3:25]>O>[C:1]([O:5][C:6]([N:8]1[CH2:12][CH2:11][CH2:10][C:9]1([CH2:16][O:17][CH2:18][C:19]1[CH:24]=[CH:23][CH:22]=[CH:21][CH:20]=1)[C:13](=[O:14])[NH2:25])=[O:7])([CH3:4])([CH3:3])[CH3:2]. Procedure details: This material was prepared in analogy to example 1 and 2, step A, using 2-benzyloxymethyl-pyrrolidine-1,2-dicarboxylic acid 1-tert-butyl ester (1.426 g, see example 12, step A) and ammonia solution (320 μL of a 25% solution in water) to give the desired (rac)-2-benzyloxymethyl-2-carbamoyl-pyrrolidine-1-carboxylic acid tert-butyl ester (1.5 g, MS (ES+): 335.3 (MH+)) as a yellow oil. The reactants are C(C)(C)N (isopropylamine), BrCCN1C(OC=2C1=NC=CC2)=O (3-(2-bromoethyl)-3H-oxazolo[4,5-b]pyridin-2-one). The solvent is C(C)#N (acetonitrile). Yields the product C(C)(C)NCCN1C(OC=2C1=NC=CC2)=O (3-[2-(ISOPROPYLAMINO)ETHYL]-3H-OXAZOLO[4,5-b]PYRIDIN-2-ONE). As a reaction SMILES: [CH:1]([NH2:4])([CH3:3])[CH3:2].Br[CH2:6][CH2:7][N:8]1[C:12]2=[N:13][CH:14]=[CH:15][CH:16]=[C:11]2[O:10][C:9]1=[O:17]>C(#N)C>[CH:1]([NH:4][CH2:6][CH2:7][N:8]1[C:12]2=[N:13][CH:14]=[CH:15][CH:16]=[C:11]2[O:10][C:9]1=[O:17])([CH3:3])[CH3:2]. Reported procedure: 0.1 mol of isopropylamine and 0.01 mol of 3-(2-bromoethyl)-3H-oxazolo[4,5-b]pyridin-2-one, dissolved beforehand in 40 cm3 of acetonitrile, are introduced into a 100-cm3 ground-necked round-bottomed flask equipped with a reflux condenser. The mixture is heated to reflux for 15 hours. After cooling, the precipitate obtained is drained, dried and recrystallized. The reactants are C1(CCCC1)C1(OC(CC(C1)=O)=O)COC1=CC(=C(C=C1)C(C#N)(C)C)F (2-[4-(2-Cyclopentyl-4,6-dioxo-tetrahydro-pyran-2-ylmethoxy)-2-fluoro-phenyl]-2-methyl-propionitrile), CC=1C=NC=2N(C1)N=C(N2)C=O (6-Methyl-[1,2,4]triazolo[1,5-a]pyrimidine-2-carbaldehyde). Solvent: CO (MeOH). Conditions: time 5 hour. The product is C1(CCCC1)C1(OC(C(=C(C1)O)CC1=NN2C(N=CC(=C2)C)=N1)=O)COC1=CC(=C(C=C1)C(C#N)(C)C)F (2-{4-[2-Cyclopentyl-4-hydroxy-5-(6-methyl-[1,2,4]triazolo[1,5-a]pyrimidin-2-ylmethyl)-6-oxo-3,6-dihydro-2H-pyran-2-ylmethoxy]-2-fluoro-phenyl}-2-methyl-propionitrile). Isolated yield 32.4%. Reaction SMILES: [CH:1]1([C:6]2([CH2:14][O:15][C:16]3[CH:21]=[CH:20][C:19]([C:22]([CH3:26])([CH3:25])[C:23]#[N:24])=[C:18]([F:27])[CH:17]=3)[CH2:11][C:10](=[O:12])[CH2:9][C:8](=[O:13])[O:7]2)[CH2:5][CH2:4][CH2:3][CH2:2]1.[CH3:28][C:29]1[CH:30]=[N:31][C:32]2[N:33]([N:35]=[C:36]([CH:38]=O)[N:37]=2)[CH:34]=1>CO>[CH:1]1([C:6]2([CH2:14][O:15][C:16]3[CH:21]=[CH:20][C:19]([C:22]([CH3:25])([CH3:26])[C:23]#[N:24])=[C:18]([F:27])[CH:17]=3)[CH2:11][C:10]([OH:12])=[C:9]([CH2:38][C:36]3[N:37]=[C:32]4[N:31]=[CH:30][C:29]([CH3:28])=[CH:34][N:33]4[N:35]=3)[C:8](=[O:13])[O:7]2)[CH2:2][CH2:3][CH2:4][CH2:5]1. Reported procedure: A solution of 2-[4-(2-Cyclopentyl-4,6-dioxo-tetrahydro-pyran-2-ylmethoxy)-2-fluoro-phenyl]-2-methyl-propionitrile (200 mg, 0.54 mmol) in anhydrous MeOH (4.0 mL) was treated with 6-Methyl-[1,2,4]triazolo[1,5-a]pyrimidine-2-carbaldehyde (140 mg, 0.86 mmol), followed by borane-dimethylamine complex (47 mg, 0.8 mmol) at room temperature. The reaction was stirred for 5 hours before it was quenched by the addition of 0.5N HCl (25 mL). The mixture was extracted with 10% MeOH in CH2Cl2 (3×10 mL) and the... Starting materials: TEA, N1=CN=C(C2=C1CNC2)OC=2C=C1C=CN(C1=CC2)C(=O)NC2=CC(=CC=C2)C(F)(F)F (5-(6,7-dihydro-5H-pyrrolo[3,4-d]pyrimidin-4-yloxy)-N-(3-(trifluoromethyl)phenyl)-1H-indole-1-carboxamide), BrCCO (2-bromoethanol). Solvent: CN(C)C=O (DMF). Reaction conditions: time 8 hour. The product is OCCN1CC=2N=CN=C(C2C1)OC=1C=C2C=CN(C2=CC1)C(=O)NC1=CC(=CC=C1)C(F)(F)F (5-(6-(2-hydroxyethyl)-6,7-dihydro-5H-pyrrolo[3,4-d]pyrimidin-4-yloxy)-N-(3-(trifluoromethyl)phenyl)-1H-indole-1-carboxamide). Reaction SMILES: [N:1]1[C:6]2[CH2:7][NH:8][CH2:9][C:5]=2[C:4]([O:10][C:11]2[CH:12]=[C:13]3[C:17](=[CH:18][CH:19]=2)[N:16]([C:20]([NH:22][C:23]2[CH:28]=[CH:27][CH:26]=[C:25]([C:29]([F:32])([F:31])[F:30])[CH:24]=2)=[O:21])[CH:15]=[CH:14]3)=[N:3][CH:2]=1.Br[CH2:34][CH2:35][OH:36]>CN(C=O)C>[OH:36][CH2:35][CH2:34][N:8]1[CH2:9][C:5]2[C:4]([O:10][C:11]3[CH:12]=[C:13]4[C:17](=[CH:18][CH:19]=3)[N:16]([C:20]([NH:22][C:23]3[CH:28]=[CH:27][CH:26]=[C:25]([C:29]([F:31])([F:30])[F:32])[CH:24]=3)=[O:21])[CH:15]=[CH:14]4)=[N:3][CH:2]=[N:1][C:6]=2[CH2:7]1. Procedure: 5-(6,7-dihydro-5H-pyrrolo[3,4-d]pyrimidin-4-yloxy)-N-(3-(trifluoromethyl)phenyl)-1H-indole-1-carboxamide (125.9 mg, 0.287 mmol) is dissolved in DMF (5 mL) and TEA (80 μL, 0.577 mmol) is added followed by 2-bromoethanol (80 μL, 1.133 mmol). The solution is stirred at rt overnight. Then the reaction is concentrated and absorbed onto silica gel and separated via FCC (0-10%, 10% NH4 in MeOH:DCM) to obtain 5-(6-(2-hydroxyethyl)-6,7-dihydro-5H-pyrrolo[3,4-d]pyrimidin-4-yloxy)-N-(3-(trifluoromethyl)phe... Reactants: CCC(C)=O, COc1cc2c(-c3cc4c(Cl)ccnc4n3S(=O)(=O)c3ccc(C)cc3)cn(CCCl)c2cc1OC, [I-], [Na+]. Product: COc1cc2c(-c3cc4c(Cl)ccnc4n3S(=O)(=O)c3ccc(C)cc3)cn(CCI)c2cc1OC. RXN SMILES: [CH3:39][C:40](=[O:41])[CH2:42][CH3:43].[Cl:1][c:2]1[c:3]2[c:4]([n:5][cH:6][cH:7]1)[n:8]([S:27](=[O:28])(=[O:29])[c:30]1[cH:31][cH:32][c:33]([CH3:36])[cH:34][cH:35]1)[c:9](-[c:11]1[cH:12][n:13]([CH2:24][CH2:25][Cl:26])[c:14]3[cH:15][c:16]([O:22][CH3:23])[c:17]([O:20][CH3:21])[cH:18][c:19]13)[cH:10]2.[I-:38].[Na+:37]>>[Cl:1][c:2]1[c:3]2[c:4]([n:5][cH:6][cH:7]1)[n:8]([S:27](=[O:28])(=[O:29])[c:30]1[cH:31][cH:32][c:33]([CH3:36])[cH:34][cH:35]1)[c:9](-[c:11]1[cH:12][n:13]([CH2:24][CH2:25][I:38])[c:14]3[cH:15][c:16]([O:22][CH3:23])[c:17]([O:20][CH3:21])[cH:18][c:19]13)[cH:10]2.